Dataset: the Open Reaction Database (ORD), a public repository of structured organic reaction records. Task: describe an organic reaction: reactants, conditions, products, and yield Starting materials: O=C([O-])[O-], CC(C)(C)CI, CCOC(C)=O, [Cs+], [Cs+], NC1=NC2(CO1)c1cc(O)ccc1Oc1ncc(Br)cc12, CN(C)C=O, O. Product: CC(C)(C)COc1ccc2c(c1)C1(COC(N)=N1)c1cc(Br)cnc1O2. RXN SMILES: [C:27](=[O:28])([O-:29])[O-:30].[CH2:33]([C:34]([CH3:35])([CH3:36])[CH3:37])[I:38].[CH3:39][CH2:40][O:41][C:42](=[O:43])[CH3:44].[Cs+:31].[Cs+:32].[NH2:1][C:2]1=[N:21][C:5]2([CH2:4][O:3]1)[c:6]1[cH:7][c:8]([OH:20])[cH:9][cH:10][c:11]1[O:12][c:13]1[n:14][cH:15][c:16]([Br:19])[cH:17][c:18]12.[O:22]=[CH:23][N:24]([CH3:25])[CH3:26].[OH2:45]>>[NH2:1][C:2]1=[N:21][C:5]2([CH2:4][O:3]1)[c:6]1[cH:7][c:8]([O:20][CH2:33][C:34]([CH3:35])([CH3:36])[CH3:37])[cH:9][cH:10][c:11]1[O:12][c:13]1[n:14][cH:15][c:16]([Br:19])[cH:17][c:18]12. Reactants: COC1=CC=C(C2=CC=CC=C12)OC (1,4-dimethoxy-naphthalene), COC(Cl)Cl (dichloromethyl methyl ether), stannic chloride, O (Water). Run in ClCCl (dichloromethane). Conditions: time 30 minute. Product: COC1=C(C=C(C2=CC=CC=C12)OC)C=O (1,4-dimethoxy-naphthalene-2-carboxaldehyde). RXN SMILES: [CH3:1][O:2][C:3]1[C:12]2[C:7](=[CH:8][CH:9]=[CH:10][CH:11]=2)[C:6]([O:13][CH3:14])=[CH:5][CH:4]=1.[CH3:15][O:16]C(Cl)Cl.O>ClCCl>[CH3:14][O:13][C:6]1[C:7]2[C:12](=[CH:11][CH:10]=[CH:9][CH:8]=2)[C:3]([O:2][CH3:1])=[CH:4][C:5]=1[CH:15]=[O:16]. Procedure: To a solution of 1,4-dimethoxy-naphthalene (5 g, 26.6 mmol) in dichloromethane (100 mL) at 0° C. was added dichloromethyl methyl ether (3.66 g, 31.9 mmol) and stannic chloride (13.8 g, 53.1 mmol). The reaction mixture was stirred for 30 min at this temperature, allowed to warm to room temperature and stirred for an additional 30 min. Water (100 mL) was added and the mixture was extracted with dichloromethane (2×100 mL) and the combined extracts dried (MgSO4). The solvent was removed under reduce... Starting materials: C1(=CC=CC=C1)C1=C(CCOC1)CO ((5-phenyl-3,6-dihydro-2H-pyran-4-yl)methanol), BrP(C1=CC=CC=C1)(C1=CC=CC=C1)(C1=CC=CC=C1)Br (dibromotriphenylphosphorane). Solvent: C(Cl)Cl (DCM), C(Cl)Cl (DCM). Run at time 30 minute. Yields the product BrCC=1CCOCC1C1=CC=CC=C1 (4-(bromomethyl)-5-phenyl-3,6-dihydro-2H-pyran). The yield is 79.4%. RXN SMILES: [C:1]1([C:7]2[CH2:12][O:11][CH2:10][CH2:9][C:8]=2[CH2:13]O)[CH:6]=[CH:5][CH:4]=[CH:3][CH:2]=1.[Br:15]P(Br)(C1C=CC=CC=1)(C1C=CC=CC=1)C1C=CC=CC=1>C(Cl)Cl>[Br:15][CH2:13][C:8]1[CH2:9][CH2:10][O:11][CH2:12][C:7]=1[C:1]1[CH:6]=[CH:5][CH:4]=[CH:3][CH:2]=1. Reported procedure: To a solution of (5-phenyl-3,6-dihydro-2H-pyran-4-yl)methanol (360 mg, 1.89 mmol) in DCM (6 mL) was added dibromotriphenylphosphorane (880 mg, 2.08 mmol) at room temperature, after stirring for 30 min, it was diluted with DCM, organic layer was washed with Sat. NaHCO3, brine, dried and concentrated to give crude product, which was purified by column(Hexanes/EtOAc=9:1) to give 4-(bromomethyl)-5-phenyl-3,6-dihydro-2H-pyran (380 mg).